From a dataset of the Open Reaction Database (ORD), a public repository of structured organic reaction records. describe an organic reaction: reactants, conditions, products, and yield The reactants are Cc1ccc(C(=O)NCC(N)=O)cc1-n1cnc(OCc2ccc(F)cc2F)c(Cl)c1=O, NCC(N)=O. Yields the product Cc1ccc(C(=O)NCCO)cc1-n1cnc(OCc2ccc(F)cc2F)c(Cl)c1=O. As a reaction SMILES: [Cl:1][c:2]1[c:3]([O:23][CH2:24][c:25]2[c:26]([F:32])[cH:27][c:28]([F:31])[cH:29][cH:30]2)[n:4][cH:5][n:6](-[c:9]2[cH:10][c:11]([C:12](=[O:13])[NH:14][CH2:15][C:16](=[O:17])[NH2:18])[cH:19][cH:20][c:21]2[CH3:22])[c:7]1=[O:8].[NH2:33][CH2:34][C:35]([NH2:36])=[O:37]>>[Cl:1][c:2]1[c:3]([O:23][CH2:24][c:25]2[c:26]([F:32])[cH:27][c:28]([F:31])[cH:29][cH:30]2)[n:4][cH:5][n:6](-[c:9]2[cH:10][c:11]([C:12](=[O:13])[NH:14][CH2:15][CH2:16][OH:17])[cH:19][cH:20][c:21]2[CH3:22])[c:7]1=[O:8]. Reactants: BrC1=CC=C2C(=N1)N(C=N2)CC2=CC1=C(N=C(S1)N[C@H]1[C@@H](CCCC1)O)C=C2 ((1R,2R)-2-((6-((5-bromo-3H-imidazo[4,5-b]pyridin-3-yl)methyl)benzo[d]thiazol-2-yl)amino)cyclohexanol), CS(=O)[O-].[Na+] (sodium methane sulfinate), CN(CCN)C (N,N-dimethylethylenediamine). Solvent: CS(=O)C (DMSO). Reaction conditions: temperature 125 celsius, time 5 hour. Yields the product CS(=O)(=O)C1=CC=C2C(=N1)N(C=N2)CC2=CC1=C(N=C(S1)N[C@H]1[C@@H](CCCC1)O)C=C2 ((1R,2R)-2-((6-((5-(methylsulfonyl)-3H-imidazo[4,5-b]pyridin-3-yl)methyl)benzo[d]thiazol-2-yl)amino)cyclohexanol). The yield is 37.2%. RXN SMILES: Br[C:2]1[N:7]=[C:6]2[N:8]([CH2:11][C:12]3[CH:28]=[CH:27][C:15]4[N:16]=[C:17]([NH:19][C@@H:20]5[CH2:25][CH2:24][CH2:23][CH2:22][C@H:21]5[OH:26])[S:18][C:14]=4[CH:13]=3)[CH:9]=[N:10][C:5]2=[CH:4][CH:3]=1.[CH3:29][S:30]([O-:32])=[O:31].[Na+].CN(C)CCN>CS(C)=O>[CH3:29][S:30]([C:2]1[N:7]=[C:6]2[N:8]([CH2:11][C:12]3[CH:28]=[CH:27][C:15]4[N:16]=[C:17]([NH:19][C@@H:20]5[CH2:25][CH2:24][CH2:23][CH2:22][C@H:21]5[OH:26])[S:18][C:14]=4[CH:13]=3)[CH:9]=[N:10][C:5]2=[CH:4][CH:3]=1)(=[O:32])=[O:31] |f:1.2|. Reported procedure: A stirred mixture of (1R,2R)-2-((6-((5-bromo-3H-imidazo[4,5-b]pyridin-3-yl)methyl)benzo[d]thiazol-2-yl)amino)cyclohexanol (89 mg, 0.194 mmol) from Example 78, sodium methane sulfinate (80 mg, 0.777 mmol), and N,N-dimethylethylenediamine (7 mg, 0.078 mmol) in anhydrous DMSO (2 mL) at rt was purged for 15 min with a stream of argon. To the resulting mixture was added copper (I) trifluoromethane-sulfonate benzene complex (20 mg, 0.038 mmol). The reaction vessel was sealed and the mixture was stirre...